From a dataset of the Open Reaction Database (ORD), a public repository of structured organic reaction records. describe an organic reaction: reactants, conditions, products, and yield The reactants are [Al+3], C1CCOC1, Cc1oc(-c2ccccc2)nc1C=CC(=O)O, CC(C)O, Cl, [H-], [H-], [H-], [H-], [Li+], O. Product: Cc1oc(-c2ccccc2)nc1C=CCO. As a reaction SMILES: [Al+3:2].[CH2:29]1[O:30][CH2:31][CH2:32][CH2:33]1.[CH3:7][c:8]1[c:9]([CH:19]=[CH:20][C:21](=[O:22])[OH:23])[n:10][c:11](-[c:13]2[cH:14][cH:15][cH:16][cH:17][cH:18]2)[o:12]1.[CH:24]([OH:25])([CH3:26])[CH3:27].[ClH:28].[H-:1].[H-:4].[H-:5].[H-:6].[Li+:3].[OH2:34]>>[CH3:7][c:8]1[c:9]([CH:19]=[CH:20][CH2:21][OH:22])[n:10][c:11](-[c:13]2[cH:14][cH:15][cH:16][cH:17][cH:18]2)[o:12]1.